describe an organic reaction: reactants, conditions, products, and yield From a dataset of the Open Reaction Database (ORD), a public repository of structured organic reaction records. The reactants are C(CCC)C1=NC2=C(N1CC1=CC=C(C=C1)C=1C(=CC=CC1)C(=O)OC)C=C(C=C2)C(CCC(=O)OC)=O (methyl 4'-[[2-n-butyl-6-(3-methoxycarbonyl-propionyl)-benzimidazol-1-yl]methyl]biphenyl-2-carboxylate), [OH-].[Na+] (sodium hydroxide). Solvent: C(C)O (ethanol). Product: C(CCC)C1=NC2=C(N1CC1=CC=C(C=C1)C=1C(=CC=CC1)C(=O)O)C=C(C=C2)C(CCC(=O)O)=O (4'-[[2-n-Butyl-6-(3-carboxy-propionyl)-benzimidazol-1-yl]methyl]biphenyl-2-carboxylic acid). Reaction SMILES: [CH2:1]([C:5]1[N:9]([CH2:10][C:11]2[CH:16]=[CH:15][C:14]([C:17]3[C:18]([C:23]([O:25]C)=[O:24])=[CH:19][CH:20]=[CH:21][CH:22]=3)=[CH:13][CH:12]=2)[C:8]2[CH:27]=[C:28]([C:31](=[O:38])[CH2:32][CH2:33][C:34]([O:36]C)=[O:35])[CH:29]=[CH:30][C:7]=2[N:6]=1)[CH2:2][CH2:3][CH3:4].[OH-].[Na+]>C(O)C>[CH2:1]([C:5]1[N:9]([CH2:10][C:11]2[CH:12]=[CH:13][C:14]([C:17]3[C:18]([C:23]([OH:25])=[O:24])=[CH:19][CH:20]=[CH:21][CH:22]=3)=[CH:15][CH:16]=2)[C:8]2[CH:27]=[C:28]([C:31](=[O:38])[CH2:32][CH2:33][C:34]([OH:36])=[O:35])[CH:29]=[CH:30][C:7]=2[N:6]=1)[CH2:2][CH2:3][CH3:4] |f:1.2|. Procedure details: Prepared analogously to Example 64 from methyl 4'-[[2-n-butyl-6-(3-methoxycarbonyl-propionyl)-benzimidazol-1-yl]methyl]biphenyl-2-carboxylate and sodium hydroxide solution in ethanol.